Dataset: the Open Reaction Database (ORD), a public repository of structured organic reaction records. Task: describe an organic reaction: reactants, conditions, products, and yield Reactants: CC(=O)c1c(C)c(C#N)c2nc(C3CC3)oc2c1F, CCOC(C)=O, [Cl-], [Cl-], [Cl-], [Cl-], C1CCOC1, [Ti+4], [Zn]. The product is C=C(C)c1c(C)c(C#N)c2nc(C3CC3)oc2c1F. As a reaction SMILES: [C:1]([CH3:2])(=[O:3])[c:4]1[c:5]([F:19])[c:6]2[c:7]([n:8][c:9]([CH:11]3[CH2:12][CH2:13]3)[o:10]2)[c:14]([C:17]#[N:18])[c:15]1[CH3:16].[CH3:20][CH2:21][O:22][C:23](=[O:24])[CH3:25].[Cl-:32].[Cl-:33].[Cl-:34].[Cl-:35].[O:26]1[CH2:27][CH2:28][CH2:29][CH2:30]1.[Ti+4:36].[Zn:31]>>[C:1](=[CH2:2])([c:4]1[c:5]([F:19])[c:6]2[c:7]([n:8][c:9]([CH:11]3[CH2:12][CH2:13]3)[o:10]2)[c:14]([C:17]#[N:18])[c:15]1[CH3:16])[CH3:20]. Starting materials: FC(C=1C=C(C(N)=NO)C=CC1)(F)F (3-trifluoromethyl-benzamidoxime), ClC1=C(SC=C1)C(=O)Cl (3-chloro-thiophene-2-carbonyl chloride). The product is ClC1=C(SC=C1)C1=NC(=NO1)C1=CC(=CC=C1)C(F)(F)F (5-(3-Chloro-thiophen-2-yl)-3-(3-trifluoromethyl-phenyl)-[1,2,4]-oxadiazole). As a reaction SMILES: [F:1][C:2]([F:14])([F:13])[C:3]1[CH:4]=[C:5]([CH:10]=[CH:11][CH:12]=1)[C:6](=[N:8][OH:9])[NH2:7].[Cl:15][C:16]1[CH:20]=[CH:19][S:18][C:17]=1[C:21](Cl)=O>>[Cl:15][C:16]1[CH:20]=[CH:19][S:18][C:17]=1[C:21]1[O:9][N:8]=[C:6]([C:5]2[CH:10]=[CH:11][CH:12]=[C:3]([C:2]([F:13])([F:14])[F:1])[CH:4]=2)[N:7]=1. Reported procedure: The title compound was prepared from 3-trifluoromethyl-benzamidoxime (70.3 mg, 0.344 mmol) and 3-chloro-thiophene-2-carbonyl chloride (62 mg, 0.343 mmol), similar to Example 16, and yielded 81.6 mg (72%) as an off-white solid. 1H NMR (CDCl3): 8.44 (s, 1H), 8.36 (d, J=7.69 Hz, 1H), 7.80 (d, J=8.51 Hz, 1H), 7.67 (d, J=7.96 Hz, 1H), 7.64 (d, J=5.21 Hz, 1H), 7.15 (d, J=5.22 Hz, 1H). Starting materials: CN(C)C=O, Cc1ncnc(O)c1C(C)C, O=P(Cl)(Cl)Cl. The product is Cc1ncnc(Cl)c1C(C)C. Reaction SMILES: [O:17]=[CH:18][N:19]([CH3:20])[CH3:21].[OH:1][c:2]1[n:3][cH:4][n:5][c:6]([CH3:11])[c:7]1[CH:8]([CH3:9])[CH3:10].[P:12]([Cl:13])([Cl:14])([Cl:15])=[O:16]>>[c:2]1([Cl:14])[n:3][cH:4][n:5][c:6]([CH3:11])[c:7]1[CH:8]([CH3:9])[CH3:10]. The product is CCOC(=O)Cn1c(C(=O)OCC)c(Nc2ccncc2)c2ccccc21. As a reaction SMILES: [Br:33][CH2:34][C:35](=[O:36])[O:37][CH2:38][CH3:39].[CH3:22][C:23]([CH3:24])([O-:25])[CH3:26].[CH3:40][N:41]([CH3:42])[CH:43]=[O:44].[K+:27].[O:28]1[CH2:29][CH2:30][CH2:31][CH2:32]1.[n:1]1[cH:2][cH:3][c:4]([NH:7][c:8]2[c:9]([C:17](=[O:18])[O:19][CH2:20][CH3:21])[nH:10][c:11]3[cH:12][cH:13][cH:14][cH:15][c:16]23)[cH:5][cH:6]1>>[n:1]1[cH:2][cH:3][c:4]([NH:7][c:8]2[c:9]([C:17](=[O:18])[O:19][CH2:20][CH3:21])[n:10]([CH2:34][C:35](=[O:36])[O:37][CH2:38][CH3:39])[c:11]3[cH:12][cH:13][cH:14][cH:15][c:16]23)[cH:5][cH:6]1. Reactants: CCOC(=O)CBr, CC(C)(C)[O-], CN(C)C=O, [K+], C1CCOC1, CCOC(=O)c1[nH]c2ccccc2c1Nc1ccncc1. The reactants are C1CCOC1, C[Si](C)(C)[N-][Si](C)(C)C, Cl, O=C1Cc2cc(F)ccc2N1, [Li+], [Na+], O=C([O-])O, O, O=C1OCc2nc(CCCN3CCN(CCOCCO)CC3)ccc21. Yields the product O=C1Nc2ccc(F)cc2C1=C1OCc2nc(CCCN3CCN(CCOCCO)CC3)ccc21. As a reaction SMILES: [CH2:53]1[O:54][CH2:55][CH2:56][CH2:57]1.[CH3:12][Si:13]([N-:14][Si:15]([CH3:16])([CH3:17])[CH3:18])([CH3:19])[CH3:20].[ClH:47].[F:1][c:2]1[cH:3][c:4]2[c:8]([cH:9][cH:10]1)[NH:7][C:6](=[O:11])[CH2:5]2.[Li+:21].[Na+:52].[O-:48][C:49]([OH:50])=[O:51].[OH2:58].[OH:22][CH2:23][CH2:24][O:25][CH2:26][CH2:27][N:28]1[CH2:29][CH2:30][N:31]([CH2:34][CH2:35][CH2:36][c:37]2[cH:38][cH:39][c:40]3[c:41]([n:42]2)[CH2:43][O:44][C:45]3=[O:46])[CH2:32][CH2:33]1>>[F:1][c:2]1[cH:3][c:4]2[c:8]([cH:9][cH:10]1)[NH:7][C:6](=[O:11])[C:5]2=[C:45]1[c:40]2[cH:39][cH:38][c:37]([CH2:36][CH2:35][CH2:34][N:31]3[CH2:30][CH2:29][N:28]([CH2:27][CH2:26][O:25][CH2:24][CH2:23][OH:22])[CH2:33][CH2:32]3)[n:42][c:41]2[CH2:43][O:44]1.